Dataset: the Open Reaction Database (ORD), a public repository of structured organic reaction records. Task: describe an organic reaction: reactants, conditions, products, and yield The reactants are C1(=CC=CC=C1)C(N1C=NC(=C1)C=CC1CCN(CC1)C1=CC=CC=C1)(C1=CC=CC=C1)C1=CC=CC=C1 (4-[2-{1-(Triphenylmethyl)-4-imidazolyl}ethenyl]-1-phenylpiperidine). Reagents/catalysts: [Pd] (palladium on carbon). Run in CO (methanol), [H][H] (hydrogen). Product: C1(=CC=CC=C1)C(N1C=NC(=C1)CCC1CCN(CC1)C1=CC=CC=C1)(C1=CC=CC=C1)C1=CC=CC=C1 (4-[2- {1-(Triphenylmethyl)-4-imidazolyl}ethyl]-1-phenylpiperidine). Reaction SMILES: [C:1]1([C:7]([C:33]2[CH:38]=[CH:37][CH:36]=[CH:35][CH:34]=2)([C:27]2[CH:32]=[CH:31][CH:30]=[CH:29][CH:28]=2)[N:8]2[CH:12]=[C:11]([CH:13]=[CH:14][CH:15]3[CH2:20][CH2:19][N:18]([C:21]4[CH:26]=[CH:25][CH:24]=[CH:23][CH:22]=4)[CH2:17][CH2:16]3)[N:10]=[CH:9]2)[CH:6]=[CH:5][CH:4]=[CH:3][CH:2]=1>CO.[H][H].[Pd]>[C:33]1([C:7]([C:1]2[CH:6]=[CH:5][CH:4]=[CH:3][CH:2]=2)([C:27]2[CH:28]=[CH:29][CH:30]=[CH:31][CH:32]=2)[N:8]2[CH:12]=[C:11]([CH2:13][CH2:14][CH:15]3[CH2:20][CH2:19][N:18]([C:21]4[CH:22]=[CH:23][CH:24]=[CH:25][CH:26]=4)[CH2:17][CH2:16]3)[N:10]=[CH:9]2)[CH:34]=[CH:35][CH:36]=[CH:37][CH:38]=1. Procedure details: The product from Step E is dissolved in methanol and hydrogenated at 60 psi hydrogen with 10% palladium on carbon. When reaction is complete, the catalyst is filtered and the title compound obtained after evaporation of solvent.